Dataset: the Open Reaction Database (ORD), a public repository of structured organic reaction records. Task: describe an organic reaction: reactants, conditions, products, and yield Starting materials: COC(CN)=O (glycine-methyl ester), BrCCCCC1(C2=CC=CC=C2C=2C=CC=CC12)C(=O)Cl (9-(4-bromo-butyl)-9H-fluorene-9-carboxylic acid chloride). Yields the product COC(=O)CNC(=O)C1(C2=CC=CC=C2C=2C=CC=CC12)CCCCBr (9-(4-bromo-butyl)-9H-fluorene-9-carboxylic acid-(methoxycarbonyl-methyl)-amide). Reaction SMILES: [CH3:1][O:2][C:3](=[O:6])[CH2:4][NH2:5].[Br:7][CH2:8][CH2:9][CH2:10][CH2:11][C:12]1([C:25](Cl)=[O:26])[C:24]2[CH:23]=[CH:22][CH:21]=[CH:20][C:19]=2[C:18]2[C:13]1=[CH:14][CH:15]=[CH:16][CH:17]=2>>[CH3:1][O:2][C:3]([CH2:4][NH:5][C:25]([C:12]1([CH2:11][CH2:10][CH2:9][CH2:8][Br:7])[C:24]2[CH:23]=[CH:22][CH:21]=[CH:20][C:19]=2[C:18]2[C:13]1=[CH:14][CH:15]=[CH:16][CH:17]=2)=[O:26])=[O:6]. Procedure details: Prepared analogously to Example 1 from glycine-methyl ester and 9-(4-bromo-butyl)-9H-fluorene-9-carboxylic acid chloride. Reactants: ClC1=C(C=CC(=C1)F)F (1-Chloro-2,5-difluorobenzene), [N+](=O)(O)[O-] (nitric acid). Run in S(O)(O)(=O)=O (sulfuric acid), S(O)(O)(=O)=O (sulfuric acid). Reaction conditions: temperature 20 celsius, time 1 hour. Product: ClC1=CC(=C(C=C1F)[N+](=O)[O-])F (4-chloro-2,5-difluoronitrobenzene). Reaction SMILES: [Cl:1][C:2]1[CH:7]=[C:6]([F:8])[CH:5]=[CH:4][C:3]=1[F:9].[N+:10]([O-])([OH:12])=[O:11]>S(=O)(=O)(O)O>[Cl:1][C:2]1[C:3]([F:9])=[CH:4][C:5]([N+:10]([O-:12])=[O:11])=[C:6]([F:8])[CH:7]=1. Procedure: 1-Chloro-2,5-difluorobenzene (31.7 g, 0.21 mol) was dissolved in sulfuric acid (110 ml) at −40° C., then a solution of sulfuric acid (20 ml) and nitric acid (30 ml) was added dropwise. The mixture was stirred for 1 hr while temperature slowly raised to 20° C. The product was forced to crystallize by mixing the reaction mixture with ice-water (500 ml), the yellow crystals were filtered, washed with cold water and dried in fume hood overnight. (38.0 g). 1H NMR (CDCl3, 300 MHz) 7.46 (1H, dd, J=9.8,... The reactants are CC(C)(C)c1ccccc1Oc1ncccc1[N+](=O)[O-], CO, CCOC(C)=O. Yields the product CC(C)(C)c1ccccc1Oc1ncccc1N. Reaction SMILES: [C:1]([CH3:2])([CH3:3])([CH3:4])[c:5]1[c:6]([O:7][c:8]2[n:9][cH:10][cH:11][cH:12][c:13]2[N+:14]([O-:15])=[O:16])[cH:17][cH:18][cH:19][cH:20]1.[CH3:21][OH:22].[CH3:23][CH2:24][O:25][C:26](=[O:27])[CH3:28]>>[C:1]([CH3:2])([CH3:3])([CH3:4])[c:5]1[c:6]([O:7][c:8]2[n:9][cH:10][cH:11][cH:12][c:13]2[NH2:14])[cH:17][cH:18][cH:19][cH:20]1. Starting materials: CC(=C)C1=CC=CC=C1 (α-methylstyrene), C(=O)=O (dry ice), CC(=C)C1=CC=CC=C1 (α-methylstyrene), C1C=CC2=CC=CC=C12 (indene), C1C=CC2=CC=CC=C12 (indene), [OH-].[Na+] (sodium hydroxide). Reagents/catalysts: C1(=CC=CC=C1)C (toluene). The solvent is C1(=CC=CC=C1)C (Toluene). Conditions: temperature 2 celsius, time 1 hour. Product: CC(=C)C1=CC=CC=C1.C1C=CC2=CC=CC=C12 (α-methylstyrene indene). Reaction SMILES: [CH3:1][C:2]([C:4]1[CH:9]=[CH:8][CH:7]=[CH:6][CH:5]=1)=[CH2:3].[CH2:10]1[C:18]2[C:13](=[CH:14][CH:15]=[CH:16][CH:17]=2)[CH:12]=[CH:11]1.C(=O)=O.[OH-].[Na+]>C1(C)C=CC=CC=1>[CH3:3][C:2]([C:4]1[CH:9]=[CH:8][CH:7]=[CH:6][CH:5]=1)=[CH2:1].[CH2:10]1[C:18]2[C:13](=[CH:14][CH:15]=[CH:16][CH:17]=2)[CH:12]=[CH:11]1 |f:3.4,6.7|. Reported procedure: A stirring device, a thermometer and a reflux condenser are mounted to a 500 ml four-neck flask. To the four-neck flask, 81.0 g of α-methylstyrene, 9 g of indene (that is, α-methylstyrene: 90 mass %, indene: 10 mass %) and 240 ml of Toluene are charged as a reaction mixed solution and the solution is stirred thoroughly. 0.9 g of boron trifluoride phenol complex and 9 g of toluene as catalyst are charged in a dropping funnel and the dropping funnel is mounted to the four-neck flask. Thereafter, t... The reactants are ClC=1C2=C(N=C(N1)N1CCN(CC1)C1=CC=C(C=C1)Cl)CCS2=O (4-chloro-2-[4-(4-chloro-phenyl)-piperazin-1-yl]-6,7-dihydro-thieno[3,2-d]pyrimidine 5-oxide), O (water), ClC=1C=CC2=C(NC(=N2)[C@H](COC)N)C1 ((R)-1-(6-chloro-1H-benzimidazol-2-yl)-2-methoxy-ethylamine), C(C)(C)N(CC)C(C)C (diisopropylethylamine). Solvent: O1CCOCC1 (dioxane), ClCCl (dichloromethane). Conditions: temperature 120 celsius. The product is ClC=1C=CC2=C(NC(=N2)[C@H]([C@@H](C)O)NC=2C3=C(N=C(N2)N2CCN(CC2)C2=CC=C(C=C2)Cl)CCS3=O)C1 ((1R,2R)-1-(6-chloro-1H-benzimidazol-2-yl)-1-{2-[4-(4-chloro-phenyl)-piperazin-1-yl]-5-oxo-6,7-dihydro-5H-5λ4-thieno[3,2-d]pyrimidin-4-ylamino}-propan-2-ol). Reaction SMILES: Cl[C:2]1[C:3]2[S:23](=[O:24])[CH2:22][CH2:21][C:4]=2[N:5]=[C:6]([N:8]2[CH2:13][CH2:12][N:11]([C:14]3[CH:19]=[CH:18][C:17]([Cl:20])=[CH:16][CH:15]=3)[CH2:10][CH2:9]2)[N:7]=1.[Cl:25][C:26]1[CH:27]=[CH:28][C:29]2[N:33]=[C:32]([C@@H:34]([NH2:38])[CH2:35][O:36]C)[NH:31][C:30]=2[CH:39]=1.[CH:40](N(C(C)C)CC)(C)C.O>O1CCOCC1.ClCCl>[Cl:25][C:26]1[CH:27]=[CH:28][C:29]2[N:33]=[C:32]([C@@H:34]([NH:38][C:2]3[C:3]4[S:23](=[O:24])[CH2:22][CH2:21][C:4]=4[N:5]=[C:6]([N:8]4[CH2:13][CH2:12][N:11]([C:14]5[CH:19]=[CH:18][C:17]([Cl:20])=[CH:16][CH:15]=5)[CH2:10][CH2:9]4)[N:7]=3)[C@H:35]([OH:36])[CH3:40])[NH:31][C:30]=2[CH:39]=1. Procedure details: 200 mg 4-chloro-2-[4-(4-chloro-phenyl)-piperazin-1-yl]-6,7-dihydro-thieno[3,2-d]pyrimidine 5-oxide (cf Example 124), 353.41 mg (R)-1-(6-chloro-1H-benzimidazol-2-yl)-2-methoxy-ethylamine and 179.62 μl diisopropylethylamine are placed in 4 ml dioxane, heated to 120° C. in the microwave for 2×0.3 hours. Then the reaction mixture is combined with water and dichloromethane and extracted. The product is purified by semipreparative HPLC (method A). 150 mg of the product are obtained as a powder. Analyt... The reactants are Br, COc1cccc(C(=O)C2CCN(C)CC2)c1. Product: CN1CCC(C(=O)c2cccc(O)c2)CC1. RXN SMILES: [BrH:18].[CH3:1][O:2][c:3]1[cH:4][c:5]([C:6](=[O:7])[CH:8]2[CH2:9][CH2:10][N:11]([CH3:14])[CH2:12][CH2:13]2)[cH:15][cH:16][cH:17]1>>[OH:2][c:3]1[cH:4][c:5]([C:6](=[O:7])[CH:8]2[CH2:9][CH2:10][N:11]([CH3:14])[CH2:12][CH2:13]2)[cH:15][cH:16][cH:17]1. Starting materials: C1=CC=CC=2C(C3=C(C=CC21)C=CC=C3)C3CCNCC3 (4-(5H-dibenzo[a,d]cyclohepten-5-yl)piperidine), CN(C1=CC=C(C=O)C=C1)C (p-dimethylaminobenzaldehyde), C(#N)[BH3-].[Na+] (sodium cyanoborohydride), C(C)O (ethanol). Solvent: C(C)(=O)OCC (ethyl acetate). Yields the product C1=CC=CC=2C(C3=C(C=CC21)C=CC=C3)C3CCN(CC3)CC3=CC=C(C=C3)N(C)C (4-(5H-Dibenzo[a,d]cyclohepten-5-yl)-1-(4-dimethylaminobenzyl)piperidine). The yield is 17.6%. As a reaction SMILES: [CH:1]1[C:11]2[CH:10]=[CH:9][C:8]3[CH:12]=[CH:13][CH:14]=[CH:15][C:7]=3[CH:6]([CH:16]3[CH2:21][CH2:20][NH:19][CH2:18][CH2:17]3)[C:5]=2[CH:4]=[CH:3][CH:2]=1.[CH3:22][N:23]([CH3:32])[C:24]1[CH:31]=[CH:30][C:27]([CH:28]=O)=[CH:26][CH:25]=1.C([BH3-])#N.[Na+].C(O)C>C(OCC)(=O)C>[CH:12]1[C:8]2[CH:9]=[CH:10][C:11]3[CH:1]=[CH:2][CH:3]=[CH:4][C:5]=3[CH:6]([CH:16]3[CH2:17][CH2:18][N:19]([CH2:28][C:27]4[CH:30]=[CH:31][C:24]([N:23]([CH3:32])[CH3:22])=[CH:25][CH:26]=4)[CH2:20][CH2:21]3)[C:7]=2[CH:15]=[CH:14][CH:13]=1 |f:2.3|. Procedure: 1.00 gram (3.47 millimoles) of 4-(5H-dibenzo[a,d]cyclohepten-5-yl)piperidine, 0.52 gram (3.47 millimoles) of p-dimethylaminobenzaldehyde, 0.63 gram (10.0 millimoles) of sodium cyanoborohydride and 10 milliliters of ethanol were stirred together at room temperature for 24 hours. At the end of this period, the mixture was diluted with 150 milliliters of ethyl acetate and the ethyl acetate solution washed successively with two 50 milliliter portions of 15 percent aqueous sodium bisulfite, one 50 mi...